Dataset: the Open Reaction Database (ORD), a public repository of structured organic reaction records. Task: describe an organic reaction: reactants, conditions, products, and yield Product: 12, CC=1C=C(C(=O)C2CCN(CC2)C(=O)OCC)C=CC1 (ethyl 4-(3-methylbenzoyl)-1-piperidinecarboxylate). Run at time 6 hour. Solvent: CC1=C(C=CC=C1)C (dimethylbenzene). Starting materials: C(OCC)(=O)Cl (ethyl carbonochloridate), 35, CC=1C=C(C=CC1)C(=O)C1CCN(CC1)C ((3-methylphenyl) (1-methyl-4-piperidinyl)methanone), C([O-])([O-])=O.[Na+].[Na+] (sodium carbonate). RXN SMILES: [CH3:1][C:2]1[CH:3]=[C:4]([C:8]([CH:10]2[CH2:15][CH2:14][N:13](C)[CH2:12][CH2:11]2)=[O:9])[CH:5]=[CH:6][CH:7]=1.C(=O)([O-])[O-].[Na+].[Na+].[C:23](Cl)(=[O:27])[O:24][CH2:25][CH3:26]>CC1C=CC=CC=1C>[CH3:1][C:2]1[CH:3]=[C:4]([CH:5]=[CH:6][CH:7]=1)[C:8]([CH:10]1[CH2:15][CH2:14][N:13]([C:23]([O:24][CH2:25][CH3:26])=[O:27])[CH2:12][CH2:11]1)=[O:9] |f:1.2.3|. Procedure: To a stirred mixture of 35 parts of (3-methylphenyl) (1-methyl-4-piperidinyl)methanone, 1 part of sodium carbonate and 225 parts of dimethylbenzene are added dropwise 22 parts of ethyl carbonochloridate at 20° C. Upon completion, stirring is continued for 6 hours at reflux temperature. The reaction mixture is evaporated, yielding 12 parts of ethyl 4-(3-methylbenzoyl)-1-piperidinecarboxylate as an oily residue. The reactants are C1CCOC1, CCOC(=O)c1cc(Oc2ccccc2)ccc1NC(=O)c1ccc(OCc2ccc(OC)c(OC)c2)c(Cl)c1, CO, O. Yields the product COc1ccc(COc2ccc(C(=O)Nc3ccc(Oc4ccccc4)cc3C(=O)O)cc2Cl)cc1OC. Reaction SMILES: [CH2:41]1[O:42][CH2:43][CH2:44][CH2:45]1.[CH3:1][O:2][c:3]1[cH:4][c:5]([CH2:6][O:7][c:8]2[c:9]([Cl:35])[cH:10][c:11]([C:12](=[O:13])[NH:14][c:15]3[c:16]([C:17](=[O:18])[O:19][CH2:20][CH3:21])[cH:22][c:23]([O:26][c:27]4[cH:28][cH:29][cH:30][cH:31][cH:32]4)[cH:24][cH:25]3)[cH:33][cH:34]2)[cH:36][cH:37][c:38]1[O:39][CH3:40].[CH3:46][OH:47].[OH2:48]>>[CH3:1][O:2][c:3]1[cH:4][c:5]([CH2:6][O:7][c:8]2[c:9]([Cl:35])[cH:10][c:11]([C:12](=[O:13])[NH:14][c:15]3[c:16]([C:17](=[O:18])[OH:19])[cH:22][c:23]([O:26][c:27]4[cH:28][cH:29][cH:30][cH:31][cH:32]4)[cH:24][cH:25]3)[cH:33][cH:34]2)[cH:36][cH:37][c:38]1[O:39][CH3:40].